Task: describe an organic reaction: reactants, conditions, products, and yield. Dataset: the Open Reaction Database (ORD), a public repository of structured organic reaction records Reactants: C(C)(C)(C)OC(=O)N1CCN(CCC1)C1=NC2=C(N1CCOS(=O)(=O)C)C=CC=C2 (1-(t-butoxycarbonyl)-4-(1-(2-methanesulfonyloxyethyl)-1H-benzimidazol-2-yl)-[1,4]diazepane), FC(CO)(F)F (2,2,2-trifluoroethanol), O1CCCC1 (tetrahydrofuran), [H-].[Na+] (sodium hydride). Solvent: CN(C=O)C (dimethylformamide). Run at time 8 hour. The product is C(C)(C)(C)OC(=O)N1CCN(CCC1)C1=NC2=C(N1C=C)C=CC=C2 (4-(1-vinyl-1H-benzoimidazol-2-yl)-[1,4]diazepane-1-carboxylic acid tert-butyl ester). Yield: 102.3%. Reaction SMILES: [C:1]([O:5][C:6]([N:8]1[CH2:14][CH2:13][CH2:12][N:11]([C:15]2[N:19]([CH2:20][CH2:21]OS(C)(=O)=O)[C:18]3[CH:27]=[CH:28][CH:29]=[CH:30][C:17]=3[N:16]=2)[CH2:10][CH2:9]1)=[O:7])([CH3:4])([CH3:3])[CH3:2].FC(F)(F)CO.O1CCCC1.[H-].[Na+]>CN(C)C=O>[C:1]([O:5][C:6]([N:8]1[CH2:14][CH2:13][CH2:12][N:11]([C:15]2[N:19]([CH:20]=[CH2:21])[C:18]3[CH:27]=[CH:28][CH:29]=[CH:30][C:17]=3[N:16]=2)[CH2:10][CH2:9]1)=[O:7])([CH3:2])([CH3:3])[CH3:4] |f:3.4|. Procedure: 4-(1-Vinyl-1H-benzoimidazol-2-yl)-[1,4]diazepane-1-carboxylic acid tert-butyl ester is the major product obtained from an alternative synthesis of 1-(2,2,2-trifluoroethoxy)ethyl)-1H-benzimidazol-2-yl)-[1,4]diazepane (Preparation 44.2). Treat a stirred solution of 1-(t-butoxycarbonyl)-4-(1-(2-methanesulfonyloxyethyl)-1H-benzimidazol-2-yl)-[1,4]diazepane (1.21 g, 2.77 mmol, Preparation 9), 2,2,2-trifluoroethanol (2.75 g, 27.4 numol, Aldrich Chemical Company), anhydrous tetrahydrofuran (20 mL) and ... The reactants are ClC1=NC=C(C=C1)C(F)(F)F (2-Chloro-5-(trifluoromethyl)pyridine), C([O-])([O-])=O.[Na+].[Na+] (sodium carbonate), Cl.C1(CC1)C=1N=CC(=NC1)O[C@H]1C[C@H]2N(C(CCNC2)=O)C1 ((8S,9aR)-8-[(5-Cyclopropylpyrazin-2-yl)oxy]octahydro-5H-pyrrolo[1,2-a][1,4]diazepin-5-one hydrochloride). Solvent: C(C)(=O)OCC (ethyl acetate), C(C)(=O)OCC (ethyl acetate), CS(=O)C (dimethyl sulfoxide). Conditions: temperature 115 celsius. Product: C1(CC1)C=1N=CC(=NC1)O[C@H]1C[C@H]2N(C(CCN(C2)C2=NC=C(C=C2)C(F)(F)F)=O)C1 ((8S,9aR)-8-[(5-cyclopropylpyrazin-2-yl)oxy]-2-[5-(trifluoromethyl)pyridin-2-yl]octahydro-5H-pyrrolo[1,2-a][1,4]diazepin-5-one). Yield: 40.0%. Reaction SMILES: Cl.[CH:2]1([C:5]2[N:6]=[CH:7][C:8]([O:11][C@@H:12]3[CH2:22][N:15]4[C:16](=[O:21])[CH2:17][CH2:18][NH:19][CH2:20][C@H:14]4[CH2:13]3)=[N:9][CH:10]=2)[CH2:4][CH2:3]1.Cl[C:24]1[CH:29]=[CH:28][C:27]([C:30]([F:33])([F:32])[F:31])=[CH:26][N:25]=1.C(=O)([O-])[O-].[Na+].[Na+]>CS(C)=O.C(OCC)(=O)C>[CH:2]1([C:5]2[N:6]=[CH:7][C:8]([O:11][C@@H:12]3[CH2:22][N:15]4[C:16](=[O:21])[CH2:17][CH2:18][N:19]([C:24]5[CH:29]=[CH:28][C:27]([C:30]([F:33])([F:32])[F:31])=[CH:26][N:25]=5)[CH2:20][C@H:14]4[CH2:13]3)=[N:9][CH:10]=2)[CH2:4][CH2:3]1 |f:0.1,3.4.5|. Procedure details: (8S,9aR)-8-[(5-Cyclopropylpyrazin-2-yl)oxy]octahydro-5H-pyrrolo[1,2-a][1,4]diazepin-5-one hydrochloride was dissolved in dimethyl sulfoxide (1.0 mL). 2-Chloro-5-(trifluoromethyl)pyridine (28.0 mg, 0.154 mmol, 1.5 equivalents) and sodium carbonate (65.5 mg, 0.618 mmol, 6.0 equivalents) were added, and the resulting suspension was heated to 115° C. for 14 hours. The reaction was cooled to room temperature, diluted with ethyl acetate, and washed with water and brine, and then dried over sodium sulf...